This data is from the Open Reaction Database (ORD), a public repository of structured organic reaction records. The task is: describe an organic reaction: reactants, conditions, products, and yield Reactants: C1(=CC=CC2=C1CCCCC2)NC(C)=O (N-(6,7,8,9-tetrahydro-5H-benzo[7]annulene-1-yl)acetamide), [O-]S(=O)(=O)[O-].[Mg+2] (MgSO4), [O-][Mn](=O)(=O)=O.[K+] (KMnO4). Run in CC(=O)C (acetone). Run at time 2 hour. The product is O=C1CCCCC2=C1C(=CC=C2)NC(C)=O (N-(9-oxo-6,7,8,9-tetrahydro-5H-benzo[7]annulene-1-yl)acetamide). Reaction SMILES: [C:1]1([NH:12][C:13](=[O:15])[CH3:14])[C:6]2[CH2:7][CH2:8][CH2:9][CH2:10][CH2:11][C:5]=2[CH:4]=[CH:3][CH:2]=1.[O-:16]S([O-])(=O)=O.[Mg+2].[O-][Mn](=O)(=O)=O.[K+]>CC(C)=O>[O:16]=[C:7]1[C:6]2[C:1]([NH:12][C:13](=[O:15])[CH3:14])=[CH:2][CH:3]=[CH:4][C:5]=2[CH2:11][CH2:10][CH2:9][CH2:8]1 |f:1.2,3.4|. Procedure details: A solution of the product from Example 132B (1 g, 4.92 mmol) in acetone (150 ml) was added 15% MgSO4 (15 mL). To the solution was added KMnO4 (1.944 g, 12.30 mmol) and stirred at ambient temperature for 2 hours. Then heated at slightly reflux for 40 hours. The mixture was filtered through diatomaceous earth, and washed with CH2Cl2. The organic was separated, diluted with CH2Cl2, washed with saturated Na2S2O3, dried and concentrated. The residue was purified by chromatography on silica gel column... Yields the product BrC1=CC(=C(C2=C1OC(O2)(C2=CC=CC=C2)C2=CC=CC=C2)Cl)C(=O)OC (methyl 7-bromo-4-chloro-2,2-diphenyl-1,3-benzodioxol-5-carboxylate). Procedure details: A mixture of 1.0 g (3.5 mmol) of methyl 5-bromo-2-chloro-3,4-dihydroxybenzoate and 7.5 ml of dichlorodiphenylmethane is held at 150° C. under argon for 21/2 minutes. After rapid cooling the product is crystallized from n-pentane. There are obtained 1.3 g of methyl 7-bromo-4-chloro-2,2-diphenyl-1,3-benzodioxol-5-carboxylate as white crystals of melting point 137°-138° C. Reactants: BrC=1C(=C(C(=C(C(=O)OC)C1)Cl)O)O (methyl 5-bromo-2-chloro-3,4-dihydroxybenzoate), ClC(C1=CC=CC=C1)(C1=CC=CC=C1)Cl (dichlorodiphenylmethane). Reaction SMILES: [Br:1][C:2]1[C:3]([OH:14])=[C:4]([OH:13])[C:5]([Cl:12])=[C:6]([CH:11]=1)[C:7]([O:9][CH3:10])=[O:8].Cl[C:16](Cl)([C:23]1[CH:28]=[CH:27][CH:26]=[CH:25][CH:24]=1)[C:17]1[CH:22]=[CH:21][CH:20]=[CH:19][CH:18]=1>>[Br:1][C:2]1[C:3]2[O:14][C:16]([C:17]3[CH:22]=[CH:21][CH:20]=[CH:19][CH:18]=3)([C:23]3[CH:28]=[CH:27][CH:26]=[CH:25][CH:24]=3)[O:13][C:4]=2[C:5]([Cl:12])=[C:6]([C:7]([O:9][CH3:10])=[O:8])[CH:11]=1. Reactants: Cl (HCl), C(#N)[BH3-].[Na+] (sodium cyanoborohydride), N1=CC(=CC=C1)C1=CC=C(S1)C=O (5-(Pyridin-3-yl)thiophene-2-carbaldehyde), CNC (dimethylamine). Solvent: CO (CH3OH), O1CCOCC1 (1,4-dioxane). Conditions: time 24 hour. Yields the product CN(CC=1SC(=CC1)C=1C=NC=CC1)C (N,N-Dimethyl(5-(pyridin-3-yl)thiophen-2-yl)methanamine). Isolated yield 54.4%. Reaction SMILES: [N:1]1[CH:6]=[CH:5][CH:4]=[C:3]([C:7]2[S:11][C:10]([CH:12]=O)=[CH:9][CH:8]=2)[CH:2]=1.[CH3:14][NH:15][CH3:16].Cl.C([BH3-])#N.[Na+]>CO.O1CCOCC1>[CH3:14][N:15]([CH3:16])[CH2:12][C:10]1[S:11][C:7]([C:3]2[CH:2]=[N:1][CH:6]=[CH:5][CH:4]=2)=[CH:8][CH:9]=1 |f:3.4|. Procedure: To a solution of 13 (90 mg, 0.48 mmol) was added a solution of dimethylamine (2.9 M, 0.99 mL, 2.85 mmol) in anhydrous CH3OH, a solution of HCl (4.0 M, 0.24 mL, 0.95 mmol) in anhydrous 1,4-dioxane and sodium cyanoborohydride (30 mg, 0.48 mmol). The flask was purged with argon and stirred under an atmosphere of argon at room temperature for 24 h. The solution was adjusted to pH 2 with conc. HCl and the solvent was removed in vacuo. The residue was dissolved in water, washed with Et2O (3×10 mL), ad... Starting materials: C(\C=C\C(=O)O)(=O)O (Fumaric acid), Cl.N[C@@](CO)(CCC=1N(C(=CC1)C(CCCC1=CC=C(C=C1)C)=O)C)C ((2R)-2-Amino-2-methyl-4-{1-methyl-5-[4-(4-methylphenyl)butanoyl]pyrrol-2-yl}butan-1-ol hydrochloride). Solvent: C(C)O (ethanol). Conditions: time 15 hour. The product is N[C@@](CO)(CCC=1N(C(=CC1)C(CCCC1=CC=C(C=C1)C)=O)C)C ((2R)-2-Amino-2-methyl-4-{1-methyl-5-[4-(4-methylphenyl)butanoyl]pyrrol-2-yl}butan-1-ol). The yield is 113.6%. As a reaction SMILES: C(O)(=O)/C=C/C(O)=O.Cl.[NH2:10][C@:11]([CH3:34])([CH2:14][CH2:15][C:16]1[N:17]([CH3:33])[C:18]([C:21](=[O:32])[CH2:22][CH2:23][CH2:24][C:25]2[CH:30]=[CH:29][C:28]([CH3:31])=[CH:27][CH:26]=2)=[CH:19][CH:20]=1)[CH2:12][OH:13]>C(O)C>[NH2:10][C@:11]([CH3:34])([CH2:14][CH2:15][C:16]1[N:17]([CH3:33])[C:18]([C:21](=[O:32])[CH2:22][CH2:23][CH2:24][C:25]2[CH:30]=[CH:29][C:28]([CH3:31])=[CH:27][CH:26]=2)=[CH:19][CH:20]=1)[CH2:12][OH:13] |f:1.2|. Reported procedure: Fumaric acid (94.9 mg, 0.82 mmol) was added to a solution of (2R)-2-amino-2-methyl-4-{1-methyl-5-[4-(4-methylphenyl)butanoyl]pyrrol-2-yl}butan-1-ol (560 mg, 1.6 mmol) obtained in Example 1 (1b) in ethanol (18 mL) at room temperature and the mixture was left to stand for 15 hours. The precipitated crystal was collected by filtration to obtain the title compound (622.7 mg, yield: 95%).